describe an organic reaction: reactants, conditions, products, and yield From a dataset of the Open Reaction Database (ORD), a public repository of structured organic reaction records. Starting materials: N (ammonia), C(C)(=O)OCC(=O)NC1=CC=C(C=C1)C=1C(NC(NN1)=O)C (6-(4-acetoxyacetylaminophenyl)-5-methyl-4,5-dihydro-1,2,4-triazin-3(2H)-one). Solvent: CO (methanol). Conditions: time 2 hour. Yields the product OCC(=O)NC1=CC=C(C=C1)C=1C(NC(NN1)=O)C (6-[4-(2-hydroxyacetylamino)phenyl]-5-methyl-4,5-dihydro-1,2,4-triazin-3(2H)-one). The yield is 51.5%. Reaction SMILES: N.C([O:5][CH2:6][C:7]([NH:9][C:10]1[CH:15]=[CH:14][C:13]([C:16]2[CH:17]([CH3:23])[NH:18][C:19](=[O:22])[NH:20][N:21]=2)=[CH:12][CH:11]=1)=[O:8])(=O)C>CO>[OH:5][CH2:6][C:7]([NH:9][C:10]1[CH:11]=[CH:12][C:13]([C:16]2[CH:17]([CH3:23])[NH:18][C:19](=[O:22])[NH:20][N:21]=2)=[CH:14][CH:15]=1)=[O:8]. Procedure: Concentrated ammonia (1.5 ml) was added to a stirred solution of 6-(4-acetoxyacetylaminophenyl)-5-methyl-4,5-dihydro-1,2,4-triazin-3(2H)-one (0.85 g) in methanol (15 ml) and the stirring was continued for 2 hours at room temperature. The resulting precipitates were collected by filtration and recrystallized from 70% aqueous ethanol to give 6-[4-(2-hydroxyacetylamino)phenyl]-5-methyl-4,5-dihydro-1,2,4-triazin-3(2H)-one (0.377 g).